This data is from the Open Reaction Database (ORD), a public repository of structured organic reaction records. The task is: describe an organic reaction: reactants, conditions, products, and yield Starting materials: NC=1C(=NNC1)C1=NC=2C(=CC=3C(C(N(C3C2)CC)=O)(C)C)N1 (2-(4-amino-1H-pyrazol-3-yl)-5-ethyl-7,7-dimethyl-5,7-dihydro-1H-imidazo[4,5-f]indol-6-one), C(C1=CC=2OCOC2C=C1)(=O)O (piperonylic acid). The product is C(C)N1C(C(C=2C=C3C(=CC12)N=C(N3)C3=NNC=C3NC(=O)C3=CC1=C(OCO1)C=C3)(C)C)=O (Benzo[1,3]dioxole-5-carboxylic acid[3-(5-ethyl-7,7-dimethyl-6-oxo-1,5,6,7-tetrahydro-imidazo[4,5-f]indol-2-yl)-1H-pyrazol-4-yl]-amide), powder. Yield: 40.0%. RXN SMILES: [NH2:1][C:2]1[C:3]([C:7]2[NH:23][C:10]3=[CH:11][C:12]4[C:13]([CH3:22])([CH3:21])[C:14](=[O:20])[N:15]([CH2:18][CH3:19])[C:16]=4[CH:17]=[C:9]3[N:8]=2)=[N:4][NH:5][CH:6]=1.[C:24](O)(=[O:34])[C:25]1[CH:33]=[CH:32][C:31]2[O:30][CH2:29][O:28][C:27]=2[CH:26]=1>>[CH2:18]([N:15]1[C:16]2[CH:17]=[C:9]3[N:8]=[C:7]([C:3]4[C:2]([NH:1][C:24]([C:25]5[CH:33]=[CH:32][C:31]6[O:30][CH2:29][O:28][C:27]=6[CH:26]=5)=[O:34])=[CH:6][NH:5][N:4]=4)[NH:23][C:10]3=[CH:11][C:12]=2[C:13]([CH3:22])([CH3:21])[C:14]1=[O:20])[CH3:19]. Reported procedure: Benzo[1,3]dioxole-5-carboxylic acid[3-(5-ethyl-7,7-dimethyl-6-oxo-1,5,6,7-tetrahydro-imidazo[4,5-f]indol-2-yl)-1H-pyrazol-4-yl]-amide was prepared using 2-(4-amino-1H-pyrazol-3-yl)-5-ethyl-7,7-dimethyl-5,7-dihydro-1H-imidazo[4,5-f]indol-6-one (250 mg, 0.81 mmol) and piperonylic acid (147 mg, 0.89 mmol). The title compound was obtained as grey powder (150 mg, 40%). Reactants: [I-].[Na+] (Sodium iodide), BrCCCOC=1C=C2C3=C(N(C(C2=CC1OC)=O)CCCN1CCOCC1)C=1C=C2C(=CC1C3=O)OCO2 (2-(3-Bromopropoxy)-3-methoxy-6-(3-morpholinopropyl)-5H-[1,3]dioxolo[4′,5′:5,6]indeno[1,2-c]isoquinoline-5,12(6H)-dione), C(C)N (ethylamine). Run in C(Cl)(Cl)Cl (CHCl3), O1CCOCC1 (dioxane). Yields the product C(C)NCCCOC=1C=C2C3=C(N(C(C2=CC1OC)=O)CCCN1CCOCC1)C=1C=C2C(=CC1C3=O)OCO2 (2-(3-(Ethylamino)propoxy)-3-methoxy-6-(3-morpholinopropyl)-5H-[1,3]dioxolo[4′,5′:5,6]indeno[1,2-c]isoquinoline-5,12(6H)-dione). The yield is 48.2%. As a reaction SMILES: [I-].[Na+].Br[CH2:4][CH2:5][CH2:6][O:7][C:8]1[CH:9]=[C:10]2[C:15](=[CH:16][C:17]=1[O:18][CH3:19])[C:14](=[O:20])[N:13]([CH2:21][CH2:22][CH2:23][N:24]1[CH2:29][CH2:28][O:27][CH2:26][CH2:25]1)[C:12]1[C:30]3[CH:31]=[C:32]4[O:40][CH2:39][O:38][C:33]4=[CH:34][C:35]=3[C:36](=[O:37])[C:11]2=1.[CH2:41]([NH2:43])[CH3:42]>O1CCOCC1.C(Cl)(Cl)Cl>[CH2:41]([NH:43][CH2:4][CH2:5][CH2:6][O:7][C:8]1[CH:9]=[C:10]2[C:15](=[CH:16][C:17]=1[O:18][CH3:19])[C:14](=[O:20])[N:13]([CH2:21][CH2:22][CH2:23][N:24]1[CH2:29][CH2:28][O:27][CH2:26][CH2:25]1)[C:12]1[C:30]3[CH:31]=[C:32]4[O:40][CH2:39][O:38][C:33]4=[CH:34][C:35]=3[C:36](=[O:37])[C:11]2=1)[CH3:42] |f:0.1|. Reported procedure: Sodium iodide (0.060 g, 0.408 mmol) and compound 19 (0.020 g, 0.034 mmol) were diluted with dioxane (8 mL), and ethylamine (0.020 mL, 0.408 mmol, 70 wt. % solution in water) was added dropwise. The mixture was stirred at reflux for 26 h. The mixture was diluted to a volume of 200 mL with CHCl3, washed with H2O (2×50 mL) and saturated aq NaCl (50 mL), dried over anhydrous sodium sulfate, and concentrated. The residue was purified by flash column chromatography (SiO2, ˜40 g), eluting with a gradie... Starting materials: C1(=CC(=CC=C1)CC(=O)O)C (m-tolylacetic acid), [I-].ClC1=[N+](C=CC=C1)C (2-chloro-1-methylpyridinium iodide), O1C(N[C@@H]2[C@H]1CC=1C=CC=CC12)=O ((3aS-cis)-(−)-3,3a,8,8a-tetrahydro-2H-indeno[1,2-d]-oxazol-2-one), TEA, CCCCCC (hexane). The reagents and catalysts are CN(C1=CC=NC=C1)C (4-dimethylaminopyridine). Run in C(Cl)Cl (CH2Cl2). Reaction conditions: time 3 hour. The product is C1(=CC(=CC=C1)CC(=O)N1C(O[C@H]2[C@@H]1C=1C=CC=CC1C2)=O)C ((3aS,8aR)-3-(2-m-Tolyl-acetyl)-3,3a,8,8a-tetrahydro-indeno[1,2-d]oxazol-2-one). RXN SMILES: [C:1]1([CH3:11])[CH:6]=[CH:5][CH:4]=[C:3]([CH2:7][C:8]([OH:10])=O)[CH:2]=1.[I-].ClC1C=CC=C[N+]=1C.[O:21]1[C@@H:25]2[CH2:26][C:27]3[CH:28]=[CH:29][CH:30]=[CH:31][C:32]=3[C@@H:24]2[NH:23][C:22]1=[O:33].CCCCCC>C(Cl)Cl.CN(C)C1C=CN=CC=1>[C:1]1([CH3:11])[CH:6]=[CH:5][CH:4]=[C:3]([CH2:7][C:8]([N:23]2[C@H:24]3[C:32]4[CH:31]=[CH:30][CH:29]=[CH:28][C:27]=4[CH2:26][C@H:25]3[O:21][C:22]2=[O:33])=[O:10])[CH:2]=1 |f:1.2|. Reported procedure: To a stirred solution of m-tolylacetic acid (8.57 g, 0.0571 mol), 2-chloro-1-methylpyridinium iodide (19.0 g, 0.0744 mol) and (3aS-cis)-(−)-3,3a,8,8a-tetrahydro-2H-indeno[1,2-d]-oxazol-2-one (10.0 g, 0.0571 mol) in CH2Cl2 (130 mL) were added TEA (18.0 mL, 0.129 mol) and 4-dimethylaminopyridine (DMAP, 1.39 g, 0.0114 mol) at 0° C. The reaction mixture was stirred at rt for 3 h then treated with hexane (130 mL). The resulting slurry was passed through a pad of silica gel, eluting with 3:2 EtOAc/hex... Reactants: CC(C)(C)OC(=O)N1CCc2cc(COc3ccc(Cl)c(C(F)(F)F)c3)ccc2C1, C=CC(=O)OC(C)(C)C, CCN(C(C)C)C(C)C, ClCCl. The product is CC(C)(C)OC(=O)CCN1CCc2cc(COc3ccc(Cl)c(C(F)(F)F)c3)ccc2C1. Reaction SMILES: [C:1]([O:2][C:3](=[O:4])[N:8]1[CH2:9][c:10]2[cH:11][cH:12][c:13]([CH2:18][O:19][c:20]3[cH:21][c:22]([C:27]([F:28])([F:29])[F:30])[c:23]([Cl:26])[cH:24][cH:25]3)[cH:14][c:15]2[CH2:16][CH2:17]1)([CH3:5])([CH3:6])[CH3:7].[C:40]([CH3:41])([CH3:42])([CH3:43])[O:44][C:45]([CH:46]=[CH2:47])=[O:48].[CH:31]([N:32]([CH2:33][CH3:34])[CH:35]([CH3:36])[CH3:37])([CH3:38])[CH3:39].[Cl:49][CH2:50][Cl:51]>>[N:8]1([CH2:47][CH2:46][C:45]([O:44][C:40]([CH3:41])([CH3:42])[CH3:43])=[O:48])[CH2:9][c:10]2[cH:11][cH:12][c:13]([CH2:18][O:19][c:20]3[cH:21][c:22]([C:27]([F:28])([F:29])[F:30])[c:23]([Cl:26])[cH:24][cH:25]3)[cH:14][c:15]2[CH2:16][CH2:17]1.